From a dataset of the Open Reaction Database (ORD), a public repository of structured organic reaction records. describe an organic reaction: reactants, conditions, products, and yield The product is CCOc1cc(C2CCN(CCS(C)(=O)=O)CC2)ccc1N. Reaction SMILES: [CH2:1]([CH3:2])[O:3][c:4]1[c:5]([NH:22][C:23](=[O:24])[C:25]([F:26])([F:27])[F:28])[cH:6][cH:7][c:8]([CH:10]2[CH2:11][CH2:12][N:13]([CH2:16][CH2:17][S:18](=[O:19])(=[O:20])[CH3:21])[CH2:14][CH2:15]2)[cH:9]1.[CH2:31]1[O:32][CH2:33][CH2:34][CH2:35]1.[Li+:30].[OH-:29].[OH2:36]>>[CH2:1]([CH3:2])[O:3][c:4]1[c:5]([NH2:22])[cH:6][cH:7][c:8]([CH:10]2[CH2:11][CH2:12][N:13]([CH2:16][CH2:17][S:18](=[O:19])(=[O:20])[CH3:21])[CH2:14][CH2:15]2)[cH:9]1. The reactants are CCOc1cc(C2CCN(CCS(C)(=O)=O)CC2)ccc1NC(=O)C(F)(F)F, C1CCOC1, [Li+], [OH-], O. The reactants are COC=1C=CC2=C(C(=NO2)C)C1 (5-Methoxy-3-methyl-benzo(d)isoxazole). The solvent is Br (hydrobromic acid), C(C)(=O)O (acetic acid). Product: OC=1C=CC2=C(C(=NO2)C)C1 (5-hydroxy-3-methyl-benzo(d)isoxazole). Isolated yield 138.6%. As a reaction SMILES: C[O:2][C:3]1[CH:4]=[CH:5][C:6]2[O:10][N:9]=[C:8]([CH3:11])[C:7]=2[CH:12]=1>Br.C(O)(=O)C>[OH:2][C:3]1[CH:4]=[CH:5][C:6]2[O:10][N:9]=[C:8]([CH3:11])[C:7]=2[CH:12]=1. Reported procedure: A mixture of 5-Methoxy-3-methyl-benzo(d)isoxazole (4.9 g, 0.03 mol.) in 48% hydrobromic acid (20 mL) and acetic acid (20 mL) was refluxed for 4 hrs. The mixture was concentrated to give 6.2 g solid. MS (m/e): 149 (M+). The product is C(C)(C)(C)OC(=O)N[C@@H]([C@@H](C)C1CCC(CC1)C(=O)O)C(=O)N1C[C@H](CC1)F (4-{(1S,2S)-2-[(tert-Butoxycarbonyl)amino]-3-[(3S)-3-fluoropyrrolidin-1-yl]-1-methyl-3-oxopropyl}cyclohexanecarboxylic acid). Solvent: C1CCOC1 (THF). Reactants: C(C)(C)(C)OC(=O)N[C@@H]([C@@H](C)C1CCC(CC1)C(=O)OCCCC)C(=O)N1C[C@H](CC1)F (Butyl 4-{(1S,2S)-2-[(tert-butoxycarbonyl)amino]-3-[(3S)-3-fluoropyrrolidin-1-yl]-1-methyl-3-oxopropyl}cyclohexanecarboxylate), CO (methanol), S([O-])(O)(=O)=O.[Na+] (sodium bisulfate), [OH-].[Li+] (lithium hydroxide). RXN SMILES: [C:1]([O:5][C:6]([NH:8][C@H:9]([C:25]([N:27]1[CH2:31][CH2:30][C@H:29]([F:32])[CH2:28]1)=[O:26])[C@H:10]([CH:12]1[CH2:17][CH2:16][CH:15]([C:18]([O:20]CCCC)=[O:19])[CH2:14][CH2:13]1)[CH3:11])=[O:7])([CH3:4])([CH3:3])[CH3:2].CO.[OH-].[Li+].S(=O)(=O)(O)[O-].[Na+]>C1COCC1>[C:1]([O:5][C:6]([NH:8][C@H:9]([C:25]([N:27]1[CH2:31][CH2:30][C@H:29]([F:32])[CH2:28]1)=[O:26])[C@H:10]([CH:12]1[CH2:17][CH2:16][CH:15]([C:18]([OH:20])=[O:19])[CH2:14][CH2:13]1)[CH3:11])=[O:7])([CH3:2])([CH3:3])[CH3:4] |f:2.3,4.5|. Reported procedure: To a solution of the material prepared in Step B (3.0 g, 6.1 mmol) in THF (30 mL) was added methanol (10 mL) followed by 1N aqueous lithium hydroxide (30 mL). After 24 h at ambient temperature the mixture was brought to pH 1 with 1N aqueous sodium bisulfate. The mixture was extracted with 100 mL of ethyl acetate. The organic layer was washed with brine, dried (magnesium sulfate), and concentrated in vacuo, affording the title compound. This was used without further purification. LC/MS 406.2 (M+1... Reactants: [H-].[Al+3].[Li+].[H-].[H-].[H-] (lithium aluminum hydride), S(O)(O)(=O)=O (sulfuric acid), ClC=1C=C(C=CC1Cl)C1(CNC(CC1)=O)CCO[Si](C)(C)C(C)(C)C (3-(3,4-dichlorophenyl)-3-(2-(t-butyldimethylsilyloxy)ethyl)-6-oxopiperidine), O1CCCC1.O (tetrahydrofuran water). Run in O1CCCC1 (tetrahydrofuran), O1CCCC1 (tetrahydrofuran). Run at temperature -10 celsius, time 2 hour. Yields the product ClC=1C=C(C=CC1Cl)C1(CNCCC1)CCO (3-(3,4-dichlorophenyl)-3-(2-hydroxyethyl)piperidine). RXN SMILES: [H-].[Al+3].[Li+].[H-].[H-].[H-].S(=O)(=O)(O)O.[Cl:12][C:13]1[CH:14]=[C:15]([C:20]2([CH2:27][CH2:28][O:29][Si](C(C)(C)C)(C)C)[CH2:25][CH2:24][C:23](=O)[NH:22][CH2:21]2)[CH:16]=[CH:17][C:18]=1[Cl:19].O1CCCC1.O>O1CCCC1>[Cl:12][C:13]1[CH:14]=[C:15]([C:20]2([CH2:27][CH2:28][OH:29])[CH2:25][CH2:24][CH2:23][NH:22][CH2:21]2)[CH:16]=[CH:17][C:18]=1[Cl:19] |f:0.1.2.3.4.5,8.9|. Reported procedure: Combine a solution of lithium aluminum hydride (42 mL, 1 M in THF, 42.0 mmol). Cool to about −10° C. using an isopropyl alcohol/ice bath. Slowly add a solution of sulfuric acid (1.15 mL, 21.6 mmol) in tetrahydrofuran (4 mL) at such a rate that the reaction temperature does not rise above −10° C. Stir vigorously and warm to ambient temperature. After 2 hours, add a solution of 3-(3,4-dichlorophenyl)-3-(2-(t-butyldimethylsilyloxy)ethyl)-6-oxopiperidine (5.56 g, 13.85 mmol) in tetrahydrofuran (12 m... Reactants: BrCCC1CCOC2=C1C=CC=C2 (4-(2-bromoethyl)-3,4-dihydro-2H-benzopyran), [I-].[K+] (potassium iodide), Cl.N1CCC(CC1)NC(C1=CC=C(C=C1)F)=O (N-(4-piperidyl)-4-fluorobenzamide hydrochloride), C([O-])([O-])=O.[K+].[K+] (potassium carbonate), solution, Cl (hydrochloric acid). Solvent: CC(=O)C (acetone), CC(CC)=O (2-butanone), C(C)(C)O (isopropanol). Yields the product Cl.O1CCC(C2=C1C=CC=C2)CCN2CCC(CC2)NC(C2=CC=C(C=C2)F)=O (N-{1-[2-(3,4-dihydro-2H-1-benzopyran-4-yl)ethyl]-4-piperidyl}-4-fluorobenzamide hydrochloride). Isolated yield 63.3%. RXN SMILES: Br[CH2:2][CH2:3][CH:4]1[C:9]2[CH:10]=[CH:11][CH:12]=[CH:13][C:8]=2[O:7][CH2:6][CH2:5]1.[ClH:14].[NH:15]1[CH2:20][CH2:19][CH:18]([NH:21][C:22](=[O:30])[C:23]2[CH:28]=[CH:27][C:26]([F:29])=[CH:25][CH:24]=2)[CH2:17][CH2:16]1.C(=O)([O-])[O-].[K+].[K+].[I-].[K+].Cl>CC(=O)CC.CC(C)=O.C(O)(C)C>[ClH:14].[O:7]1[C:8]2[CH:13]=[CH:12][CH:11]=[CH:10][C:9]=2[CH:4]([CH2:3][CH2:2][N:15]2[CH2:16][CH2:17][CH:18]([NH:21][C:22](=[O:30])[C:23]3[CH:28]=[CH:27][C:26]([F:29])=[CH:25][CH:24]=3)[CH2:19][CH2:20]2)[CH2:5][CH2:6]1 |f:1.2,3.4.5,6.7,12.13|. Procedure details: The procedure is as in Example 4, but starting with 4-(2-bromoethyl)-3,4-dihydro-2H-benzopyran (1.9 g), N-(4-piperidyl)-4-fluorobenzamide hydrochloride (2 g), dry potassium carbonate (2.15 g) and potassium iodide (0.95 g) in 2-butanone (60 cc). The yellow oil obtained is purified by chromatography on a column 4 cm in diameter containing a silica gel (110 g), eluting with a toluene/diethylamine/ethanol mixture (60:20:20 by volume) (300 cc) and collecting 30-cc fractions. The fractions between 330...